Dataset: the Open Reaction Database (ORD), a public repository of structured organic reaction records. Task: describe an organic reaction: reactants, conditions, products, and yield Reactants: O=C1NC(=O)C2(CCc3cc(C(=O)O)ccc3C2)N1, ClCCCl, NCc1cccc2cccnc12, CN(C)C=O, On1nnc2ccccc21. Product: O=C1NC(=O)C2(CCc3cc(C(=O)NCc4cccc5cccnc45)ccc3C2)N1. Reaction SMILES: [C:13](=[O:14])([OH:15])[c:16]1[cH:17][c:18]2[c:29]([cH:30][cH:31]1)[CH2:28][C:21]1([CH2:20][CH2:19]2)[NH:22][C:23](=[O:27])[NH:24][C:25]1=[O:26].[CH2:32]([Cl:33])[CH2:34][Cl:35].[NH2:1][CH2:2][c:3]1[cH:4][cH:5][cH:6][c:7]2[cH:8][cH:9][cH:10][n:11][c:12]12.[O:46]=[CH:47][N:48]([CH3:49])[CH3:50].[OH:36][n:37]1[c:38]2[c:39]([cH:40][cH:41][cH:42][cH:43]2)[n:44][n:45]1>>[NH:1]([CH2:2][c:3]1[cH:4][cH:5][cH:6][c:7]2[cH:8][cH:9][cH:10][n:11][c:12]12)[C:13](=[O:14])[c:16]1[cH:17][c:18]2[c:29]([cH:30][cH:31]1)[CH2:28][C:21]1([CH2:20][CH2:19]2)[NH:22][C:23](=[O:27])[NH:24][C:25]1=[O:26].